Dataset: the Open Reaction Database (ORD), a public repository of structured organic reaction records. Task: describe an organic reaction: reactants, conditions, products, and yield The reactants are CC(=O)O[BH-](OC(C)=O)OC(C)=O, CC(C)=O, CC(=O)O, CO, ClCCl, [Na+], O=C1CCCN1c1ccc(-n2cc3c(n2)CCNCC3)cc1. The product is CC(C)N1CCc2cn(-c3ccc(N4CCCC4=O)cc3)nc2CC1. Reaction SMILES: [C:31]([O:32][BH-:33]([O:34][C:35](=[O:36])[CH3:37])[O:38][C:39](=[O:40])[CH3:41])(=[O:42])[CH3:43].[CH3:23][C:24]([CH3:25])=[O:26].[CH3:27][C:28](=[O:29])[OH:30].[CH3:48][OH:49].[Cl:45][CH2:46][Cl:47].[Na+:44].[n:1]1[n:2](-[c:11]2[cH:12][cH:13][c:14]([N:17]3[C:18](=[O:22])[CH2:19][CH2:20][CH2:21]3)[cH:15][cH:16]2)[cH:3][c:4]2[c:5]1[CH2:6][CH2:7][NH:8][CH2:9][CH2:10]2>>[n:1]1[n:2](-[c:11]2[cH:12][cH:13][c:14]([N:17]3[C:18](=[O:22])[CH2:19][CH2:20][CH2:21]3)[cH:15][cH:16]2)[cH:3][c:4]2[c:5]1[CH2:6][CH2:7][N:8]([CH:24]([CH3:23])[CH3:25])[CH2:9][CH2:10]2. Starting materials: C(=O)(O)[O-].[Na+] (NaHCO3), Cl (hydrochloric acid), C(#N)C=1C=CC(=NC1)NC(=O)N1C2=C(CCCC1)C=CC(=N2)C(OC)OC (N-(5-cyanopyridin-2-yl)-2-(dimethoxymethyl)-7,8-dihydro-5H-pyrido[2,3-b]azepine-9(6H)-carboxamide), C(#N)C=1C=CC(=NC1)NC(=O)N1C2=C(CCCC1)C=CC(=N2)C(OC)OC (N-(5-cyanopyridin-2-yl)-2-(dimethoxymethyl)-7,8-dihydro-5H-pyrido[2,3-b]azepine-9(6H)-carboxamide). The solvent is C1CCOC1 (THF). Run at time 1 hour. Product: C(#N)C=1C=CC(=NC1)NC(=O)N1C2=C(CCCC1)C=CC(=N2)C=O (N-(5-cyanopyridin-2-yl)-2-formyl-7,8-dihydro-5H-pyrido[2,3-b]azepine-9(6H)-carboxamide). Reaction SMILES: Cl.[C:2]([C:4]1[CH:5]=[CH:6][C:7]([NH:10][C:11]([N:13]2[CH2:19][CH2:18][CH2:17][CH2:16][C:15]3[CH:20]=[CH:21][C:22]([CH:24](OC)[O:25]C)=[N:23][C:14]2=3)=[O:12])=[N:8][CH:9]=1)#[N:3].C([O-])(O)=O.[Na+]>C1COCC1>[C:2]([C:4]1[CH:5]=[CH:6][C:7]([NH:10][C:11]([N:13]2[CH2:19][CH2:18][CH2:17][CH2:16][C:15]3[CH:20]=[CH:21][C:22]([CH:24]=[O:25])=[N:23][C:14]2=3)=[O:12])=[N:8][CH:9]=1)#[N:3] |f:2.3|. Reported procedure: Concentrated hydrochloric acid (0.65 ml) was added to a solution of N-(5-cyanopyridin-2-yl)-2-(dimethoxymethyl)-7,8-dihydro-5H-pyrido[2,3-b]azepine-9(6H)-carboxamide (intermediate 236, 29 mg, 0.079 mmol) in THF (0.9 ml) at room temperature. After stirring for 1 h at room temperature, sat. aq. NaHCO3 was added and the mixture extracted with DCM (3×). The combined organic layers were washed with brine, dried over Na2SO4 and evaporated. The residue was triturated with Et2O to give the title compoun... The reactants are CC(C)(C)c1cc(N)on1, O=C(Cl)Oc1ccc([N+](=O)[O-])cc1, ClCCl, c1ccncc1. Yields the product CC(C)(C)c1cc(NC(=O)Oc2ccc([N+](=O)[O-])cc2)on1. As a reaction SMILES: [C:1]([CH3:2])([CH3:3])([CH3:4])[c:5]1[n:6][o:7][c:8]([NH2:10])[cH:9]1.[Cl:17][C:18](=[O:19])[O:20][c:21]1[cH:22][cH:23][c:24]([N+:27](=[O:28])[O-:29])[cH:25][cH:26]1.[Cl:30][CH2:31][Cl:32].[cH:11]1[cH:12][cH:13][n:14][cH:15][cH:16]1>>[C:1]([CH3:2])([CH3:3])([CH3:4])[c:5]1[n:6][o:7][c:8]([NH:10][C:18](=[O:19])[O:20][c:21]2[cH:22][cH:23][c:24]([N+:27](=[O:28])[O-:29])[cH:25][cH:26]2)[cH:9]1. The reactants are CC(C)(C)OC(=O)NCC(=O)O, CCN=C=NCCCN(C)C, CN1CCOCC1, CN(C)C=O, CCOC(C)=O, O=S(=O)(c1ccc(C(CC2CCOCC2)c2ccc(-c3ccc(C(O)CO)cn3)[nH]2)cc1)C1CC1, Cl, On1nnc2ccccc21. Product: CC(C)(C)OC(=O)NCC(=O)OCC(O)c1ccc(-c2ccc(C(CC3CCOCC3)c3ccc(S(=O)(=O)C4CC4)cc3)[nH]2)nc1. RXN SMILES: [C:36]([CH3:37])([CH3:38])([CH3:39])[O:40][C:41](=[O:42])[NH:43][CH2:44][C:45](=[O:46])[OH:47].[CH2:49]([N:50]=[C:51]=[N:52][CH2:53][CH2:54][CH2:55][N:56]([CH3:57])[CH3:58])[CH3:59].[CH3:70][N:71]1[CH2:72][CH2:73][O:74][CH2:75][CH2:76]1.[CH3:77][N:78]([CH3:79])[CH:80]=[O:81].[CH3:82][CH2:83][O:84][C:85](=[O:86])[CH3:87].[CH:1]1([S:4](=[O:5])(=[O:6])[c:7]2[cH:8][cH:9][c:10]([CH:13]([CH2:14][CH:15]3[CH2:16][CH2:17][O:18][CH2:19][CH2:20]3)[c:21]3[cH:22][cH:23][c:24](-[c:26]4[cH:27][cH:28][c:29]([CH:32]([CH2:33][OH:34])[OH:35])[cH:30][n:31]4)[nH:25]3)[cH:11][cH:12]2)[CH2:2][CH2:3]1.[ClH:48].[OH:60][n:61]1[c:62]2[cH:63][cH:64][cH:65][cH:66][c:67]2[n:68][n:69]1>>[CH:1]1([S:4](=[O:5])(=[O:6])[c:7]2[cH:8][cH:9][c:10]([CH:13]([CH2:14][CH:15]3[CH2:16][CH2:17][O:18][CH2:19][CH2:20]3)[c:21]3[cH:22][cH:23][c:24](-[c:26]4[cH:27][cH:28][c:29]([CH:32]([CH2:33][O:34][C:45]([CH2:44][NH:43][C:41]([O:40][C:36]([CH3:37])([CH3:38])[CH3:39])=[O:42])=[O:46])[OH:35])[cH:30][n:31]4)[nH:25]3)[cH:11][cH:12]2)[CH2:2][CH2:3]1.